From a dataset of the Open Reaction Database (ORD), a public repository of structured organic reaction records. describe an organic reaction: reactants, conditions, products, and yield Reactants: ClCCCOC1=CC=C(C2=CC=CC=C12)NC(C1=CC(=CC(=C1)N1CCCCC1)F)=O (N-[4-(3-chloropropoxy)-naphthalen-1-yl]-3-fluoro-5-piperidin-1-yl-benzamide), C(C)(=O)N1CCNCC1 (N-acetylpiperizine), powder. Yields the product C(C)(=O)N1CCN(CC1)CCCOC1=CC=C(C2=CC=CC=C12)NC(C1=CC(=CC(=C1)N1CCCCC1)F)=O (N-{4-[3-(4-Acetyl-piperazin-1-yl)-propoxy]-naphthalen-1-yl}-3-fluoro-5-piperidin-1-yl-benzamide). Reaction SMILES: Cl[CH2:2][CH2:3][CH2:4][O:5][C:6]1[C:15]2[C:10](=[CH:11][CH:12]=[CH:13][CH:14]=2)[C:9]([NH:16][C:17](=[O:31])[C:18]2[CH:23]=[C:22]([N:24]3[CH2:29][CH2:28][CH2:27][CH2:26][CH2:25]3)[CH:21]=[C:20]([F:30])[CH:19]=2)=[CH:8][CH:7]=1.[C:32]([N:35]1[CH2:40][CH2:39][NH:38][CH2:37][CH2:36]1)(=[O:34])[CH3:33]>>[C:32]([N:35]1[CH2:40][CH2:39][N:38]([CH2:2][CH2:3][CH2:4][O:5][C:6]2[C:15]3[C:10](=[CH:11][CH:12]=[CH:13][CH:14]=3)[C:9]([NH:16][C:17](=[O:31])[C:18]3[CH:23]=[C:22]([N:24]4[CH2:29][CH2:28][CH2:27][CH2:26][CH2:25]4)[CH:21]=[C:20]([F:30])[CH:19]=3)=[CH:8][CH:7]=2)[CH2:37][CH2:36]1)(=[O:34])[CH3:33]. Reported procedure: Compound is prepared from N-[4-(3-chloropropoxy)-naphthalen-1-yl]-3-fluoro-5-piperidin-1-yl-benzamide and N-acetylpiperizine according to conditions described in general procedure L. A white powder (0.13 g, 75.5%). Mp: 210-211° C. 1H NMR (300 MHz, DMSO-d6) δ 10.23 (s, 1H), 8.22 (br s, 1H), 7.84 (br s, 1H), 7.55 (m, 2H), 7.44 (m, 2H), 7.15 (br s, 1H), 6.98 (br s, 2H), 4.23 (br s, 2H), 3.42 (br s, 4H), 3.30 (br s, 4H), 2.57 (br s, 2H), 2.42 (m, 4H), 2.04 (m, 2H), 1.98 (s, 3H), 1.60 (br s, 6H). MS:... Reactants: C(C)OC(=O)C=1C=C(C(N2C=CC=CC12)=O)C(=O)OCC (1,3-diethoxycarbonyl-4H-quinolizin-4-one), [OH-].[Na+] (sodium hydroxide), Cl (hydrochloric acid). Run in CO (methanol). Conditions: temperature 0 celsius. Product: C=1(C=C(C(N2C=CC=CC12)=O)C(=O)O)C(=O)O (4H-quinolizin-4-one-1,3-dicarboxylic acid). Isolated yield 28.0%. Reaction SMILES: C([O:3][C:4]([C:6]1[CH:7]=[C:8]([C:17]([O:19]CC)=[O:18])[C:9](=[O:16])[N:10]2[C:15]=1[CH:14]=[CH:13][CH:12]=[CH:11]2)=[O:5])C.[OH-].[Na+].Cl>CO>[C:6]1([C:4]([OH:5])=[O:3])[CH:7]=[C:8]([C:17]([OH:19])=[O:18])[C:9](=[O:16])[N:10]2[C:15]=1[CH:14]=[CH:13][CH:12]=[CH:11]2 |f:1.2|. Reported procedure: To a solution of 1,3-diethoxycarbonyl-4H-quinolizin-4-one (896 mg) in methanol (9 ml) was added 6N aqueous sodium hydroxide (2.58 ml) at room temperature and the mixture was heated with reflux for an hour. After cooling to 0° C., the reaction mixture was acidified to pH 2 with 6N hydrochloric acid and the precipitate was filtered and washed with water to give 4H-quinolizin-4-one-1,3-dicarboxylic acid (202 mg).